From a dataset of the Open Reaction Database (ORD), a public repository of structured organic reaction records. describe an organic reaction: reactants, conditions, products, and yield Starting materials: O=C1NC2=CC(=CC=C2C1)NC(C1=CC=CC=C1)=O (N-(2-oxo-2,3-dihydro-1H-indol-6-yl)-benzamide), N1C(=CC=C1)C=O (1H-pyrrole-2-carbaldehyde). The reagents and catalysts are N1CCCCC1 (piperidine). Solvent: C(C)O (ethanol). Conditions: temperature 80 celsius, time 4 hour. The product is O=C1NC2=CC(=CC=C2C1=CC=1NC=CC1)NC(C1=CC=CC=C1)=O (N-[2-Oxo-3-(1H-pyrrol-2-ylmethylene)-2,3-dihydro-1H-indol-6-yl]-benzamide). RXN SMILES: [O:1]=[C:2]1[CH2:10][C:9]2[C:4](=[CH:5][C:6]([NH:11][C:12](=[O:19])[C:13]3[CH:18]=[CH:17][CH:16]=[CH:15][CH:14]=3)=[CH:7][CH:8]=2)[NH:3]1.[NH:20]1[CH:24]=[CH:23][CH:22]=[C:21]1[CH:25]=O>C(O)C.N1CCCCC1>[O:1]=[C:2]1[C:10](=[CH:25][C:21]2[NH:20][CH:24]=[CH:23][CH:22]=2)[C:9]2[C:4](=[CH:5][C:6]([NH:11][C:12](=[O:19])[C:13]3[CH:14]=[CH:15][CH:16]=[CH:17][CH:18]=3)=[CH:7][CH:8]=2)[NH:3]1. Reported procedure: To a solution of 6-amino-1,3-dihydro-indol-2-one (0.15 g, 1.0 mmol) in 2:1 CH2Cl2-1,4-dioxane mixture (30 ml) is added triethylamine (0.30 g, 3.0 mmol) and benzoyl chloride (0.14 g, 1.0 mmol). The reaction is stirred for 2 hours at room temperature, and then a saturated aqueous solution of NH4Cl is added. The precipitate is collected and washed with water to give crude N-(2-oxo-2,3-dihydro-1H-indol-6-yl)-benzamide. To a solution of this benzamide (20 mg, 0.079 mmol) and 1H-pyrrole-2-carbaldehyde... Starting materials: CC(C)=O, O=C1CC2(CCC3(CC2)OCCO3)CN1, O, Cc1ccc(S(=O)(=O)[O-])cc1, c1cc[nH+]cc1. The product is O=C1CCC2(CC1)CNC(=O)C2. RXN SMILES: [CH3:34][C:35](=[O:36])[CH3:37].[O:1]1[CH2:3][CH2:2][O:4][C:5]12[CH2:6][CH2:7][C:8]1([CH2:9][NH:10][C:11](=[O:13])[CH2:12]1)[CH2:14][CH2:15]2.[OH2:16].[c:17]1([CH3:18])[cH:19][cH:20][c:21]([S:22]([O-:23])(=[O:24])=[O:25])[cH:26][cH:27]1.[nH+:28]1[cH:29][cH:30][cH:31][cH:32][cH:33]1>>[O:4]=[C:5]1[CH2:6][CH2:7][C:8]2([CH2:9][NH:10][C:11](=[O:13])[CH2:12]2)[CH2:14][CH2:15]1.